From a dataset of the Open Reaction Database (ORD), a public repository of structured organic reaction records. describe an organic reaction: reactants, conditions, products, and yield Procedure: {5-[But-2-enyl-(4-fluoro-benzenesulfonyl)-amino]-2-propyl-benzoimidazol-1-yl}-acetic acid tert-butyl ester was treated with TFA (2 mL) for 2 hours, concentrated, and purified by preparative LCMS to give the title compound. MS calculated for C22H24FN3O4S—H: 444, observed: 444. As a reaction SMILES: C([O:5][C:6](=[O:35])[CH2:7][N:8]1[C:12]2[CH:13]=[CH:14][C:15]([N:17]([CH2:28][CH:29]=[CH:30][CH3:31])[S:18]([C:21]3[CH:26]=[CH:25][C:24]([F:27])=[CH:23][CH:22]=3)(=[O:20])=[O:19])=[CH:16][C:11]=2[N:10]=[C:9]1[CH2:32][CH2:33][CH3:34])(C)(C)C.C(O)(C(F)(F)F)=O>>[CH2:28]([N:17]([S:18]([C:21]1[CH:22]=[CH:23][C:24]([F:27])=[CH:25][CH:26]=1)(=[O:19])=[O:20])[C:15]1[CH:14]=[CH:13][C:12]2[N:8]([CH2:7][C:6]([OH:35])=[O:5])[C:9]([CH2:32][CH2:33][CH3:34])=[N:10][C:11]=2[CH:16]=1)[CH:29]=[CH:30][CH3:31]. Product: C(C=CC)N(C1=CC2=C(N(C(=N2)CCC)CC(=O)O)C=C1)S(=O)(=O)C1=CC=C(C=C1)F ({5-[But-2-enyl-(4-fluoro-benzenesulfonyl)-amino]-2-propyl-benzoimidazol-1-yl}-acetic acid). Starting materials: C(C)(C)(C)OC(CN1C(=NC2=C1C=CC(=C2)N(S(=O)(=O)C2=CC=C(C=C2)F)CC=CC)CCC)=O ({5-[But-2-enyl-(4-fluoro-benzenesulfonyl)-amino]-2-propyl-benzoimidazol-1-yl}-acetic acid tert-butyl ester), C(=O)(C(F)(F)F)O (TFA). Reactants: Cl.C(C)(C)N(CCOC1=CC=C(C(=O)C=2C3=C(SC2C2=CC=C(C=C2)OS(=O)(=O)C)C=C(C=C3)OS(=O)(=O)C)C=C1)C(C)C (3-[4-(2-diisopropylaminoethoxy)benzoyl]-6-methanesulfonyloxy-2-(4-methanesulfonyloxyphenyl)benzo[b]thiophene, hydrochloride), ( ε ), ( 32,000 ), (CH(CH3)2)2, (CH(CH3)2)2. The solvent is C(C)O (ethanol). Yields the product C(C)(C)N(CCOC1=CC=C(C(=O)C=2C3=C(SC2C2=CC=C(C=C2)O)C=C(C=C3)O)C=C1)C(C)C (3-[4-(2-diisopropylaminoethoxy)benzoyl]-6-hydroxy-2-(4-hydroxyphenyl)benzo[b]thiophene). As a reaction SMILES: Cl.[CH:2]([N:5]([CH:42]([CH3:44])[CH3:43])[CH2:6][CH2:7][O:8][C:9]1[CH:41]=[CH:40][C:12]([C:13]([C:15]2[C:16]3[CH:34]=[CH:33][C:32]([O:35]S(C)(=O)=O)=[CH:31][C:17]=3[S:18][C:19]=2[C:20]2[CH:25]=[CH:24][C:23]([O:26]S(C)(=O)=O)=[CH:22][CH:21]=2)=[O:14])=[CH:11][CH:10]=1)([CH3:4])[CH3:3]>C(O)C>[CH:42]([N:5]([CH:2]([CH3:4])[CH3:3])[CH2:6][CH2:7][O:8][C:9]1[CH:41]=[CH:40][C:12]([C:13]([C:15]2[C:16]3[CH:34]=[CH:33][C:32]([OH:35])=[CH:31][C:17]=3[S:18][C:19]=2[C:20]2[CH:25]=[CH:24][C:23]([OH:26])=[CH:22][CH:21]=2)=[O:14])=[CH:11][CH:10]=1)([CH3:43])[CH3:44] |f:0.1|. Reported procedure: A 5 g. portion of the product of Example 7 above was hydrolyzed as described above in Example 21, and the residue obtained after evaporation of the volatiles was dissolved in 300 ml. of water. Then solution was washed with 150 ml. of 15:1 diethyl ether:ethyl acetate, and was then made acid with methanesulfonic acid. The solution was then washed with 200 ml. of diethyl ether, and was degassed under vacuum and then made basic with sodium bicarbonate. The solids were collected, washed and vacuum dr... The reactants are ClC=1C=C(C=C(C1O)F)C=1C=C2C(=C(C=NC2=CC1)C(=O)C1CC1)NC1=CC=C(C=C1)C(C)(C)NC(OC(C)(C)C)=O (tert-butyl 2-{4-[6-(3-chloro-5-fluoro-4-hydroxyphenyl)-3-(cyclopropanecarbonyl)quinolin-4-ylamino]phenyl}propan-2-ylcarbamate), C(=O)(C(F)(F)F)O (TFA). Product: NC(C)(C)C1=CC=C(C=C1)NC1=C(C=NC2=CC=C(C=C12)C1=CC(=C(C(=C1)F)O)Cl)C(=O)C1CC1 ({4-[4-(2-Aminopropan-2-yl)phenylamino]-6-(3-chloro-5-fluoro-4-hydroxyphenyl)quinolin-3-yl}(cyclopropyl)methanone). Isolated yield 32.1%. RXN SMILES: [Cl:1][C:2]1[CH:3]=[C:4]([C:10]2[CH:11]=[C:12]3[C:17](=[CH:18][CH:19]=2)[N:16]=[CH:15][C:14]([C:20]([CH:22]2[CH2:24][CH2:23]2)=[O:21])=[C:13]3[NH:25][C:26]2[CH:31]=[CH:30][C:29]([C:32]([NH:35]C(=O)OC(C)(C)C)([CH3:34])[CH3:33])=[CH:28][CH:27]=2)[CH:5]=[C:6]([F:9])[C:7]=1[OH:8].C(O)(C(F)(F)F)=O>>[NH2:35][C:32]([C:29]1[CH:28]=[CH:27][C:26]([NH:25][C:13]2[C:12]3[C:17](=[CH:18][CH:19]=[C:10]([C:4]4[CH:5]=[C:6]([F:9])[C:7]([OH:8])=[C:2]([Cl:1])[CH:3]=4)[CH:11]=3)[N:16]=[CH:15][C:14]=2[C:20]([CH:22]2[CH2:23][CH2:24]2)=[O:21])=[CH:31][CH:30]=1)([CH3:34])[CH3:33]. Procedure details: Following general procedure A-2, tert-butyl 2-{4-[6-(3-chloro-5-fluoro-4-hydroxyphenyl)-3-(cyclopropanecarbonyl)quinolin-4-ylamino]phenyl}propan-2-ylcarbamate (0.140 mmol) was reacted with TFA (2 mL) to afford the desired product (22 mg, 32% over two steps) as a yellow solid: 1H NMR (500 MHz, CD3OD+TFA-I) δ 9.38 (s, 1H), 8.26 (dd, J=8.9, 1.9 Hz, 1H), 8.12 (s, 1H), 8.05 (d, J=8.8 Hz, 1H), 7.69 (d, J=8.0, 2H), 7.54 (d, J=8.0 Hz, 2H), 7.30 (t, J=1.9 Hz, 1H), 7.10-7.03 (m, 1H), 2.84-2.76 (m, 1H), 1.... The product is CCCCC#Cc1cc2c(cc1Br)C(C)(C)CCC2(C)C. Reactants: CC1(C)CCC(C)(C)c2cc(Br)c(Br)cc21, C1CCNCC1, C#CCCCC. RXN SMILES: [Br:1][c:2]1[cH:3][c:4]2[c:9]([cH:10][c:11]1[Br:12])[C:8]([CH3:13])([CH3:14])[CH2:7][CH2:6][C:5]2([CH3:15])[CH3:16].[CH2:23]1[CH2:24][CH2:25][NH:26][CH2:27][CH2:28]1.[CH:17]#[C:18][CH2:19][CH2:20][CH2:21][CH3:22]>>[c:2]1([C:17]#[C:18][CH2:19][CH2:20][CH2:21][CH3:22])[cH:3][c:4]2[c:9]([cH:10][c:11]1[Br:12])[C:8]([CH3:13])([CH3:14])[CH2:7][CH2:6][C:5]2([CH3:15])[CH3:16].